Dataset: the Open Reaction Database (ORD), a public repository of structured organic reaction records. Task: describe an organic reaction: reactants, conditions, products, and yield The reactants are concentrated aqueous solution, [S-2].[Na+].[Na+] (sodium sulfide), C(CCCCCCC)(=O)Cl (octanoyl chloride), C(CCCCCCC)(=O)Cl (octanoyl chloride), C(CCCCCCC)(=O)Cl (octanoyl chloride), [S-2].[Na+].[Na+] (sodium sulfide). The reagents and catalysts are [Cl-].C[N+](CCCCCCCC)(CCCCCCCC)CCCCCCCC (methyltrioctylammonium chloride). Run in O (water). Reaction conditions: time 7.5 minute. Yields the product [S-2].[Na+].[Na+] (sodium sulfide), C(CCCCCCC)(=S)[O-].[Na+] (sodium thiooctanoate). RXN SMILES: [S-2:1].[Na+:2].[Na+].[C:4](Cl)(=[O:12])[CH2:5][CH2:6][CH2:7][CH2:8][CH2:9][CH2:10][CH3:11]>O.[Cl-].C[N+](CCCCCCCC)(CCCCCCCC)CCCCCCCC>[S-2:1].[Na+:2].[Na+:2].[C:4]([O-:12])(=[S:1])[CH2:5][CH2:6][CH2:7][CH2:8][CH2:9][CH2:10][CH3:11].[Na+:2] |f:0.1.2,5.6,7.8.9,10.11|. Reported procedure: A 12.9 weight percent aqueous solution of sodium sulfide was prepared by dissolving sodium sulfide (144 grams, 1.84 moles) in the form of hydrated flakes (240 grams, 60%) into 880 grams of water in a 5-liter round-bottomed flask. A dropping funnel was charged with octanoyl chloride (300 grams, 1.84 moles). The temperature of the sodium sulfide solution in the 5-liter flask measured 21° C. The addition of the octanoyl chloride was begun with stirring of the contents of the 5-liter flask with a me...